This data is from the Open Reaction Database (ORD), a public repository of structured organic reaction records. The task is: describe an organic reaction: reactants, conditions, products, and yield Reactants: O1C(COC2=C(C=CC=C2)C#N)C1 (2,3-epoxy-1-(2-cyanophenoxy)propane), NCCNC(=S)NC1=CC=CC=C1 (N-(2-Aminoethyl)-N'-phenylthiourea). Run in C(C)(C)O (isopropyl alcohol). Conditions: time 8 hour. Product: O.C(#N)C1=C(OCC(CNCCNC(=S)NC2=CC=CC=C2)O)C=CC=C1 (N-2-[(3-(2-cyanophenoxy)-2-hydroxypropyl)amino]ethyl-N'-phenylthiourea hydrate). Isolated yield 92.7%. As a reaction SMILES: [O:1]1[CH2:13][CH:2]1[CH2:3][O:4][C:5]1[CH:10]=[CH:9][CH:8]=[CH:7][C:6]=1[C:11]#[N:12].[NH2:14][CH2:15][CH2:16][NH:17][C:18]([NH:20][C:21]1[CH:26]=[CH:25][CH:24]=[CH:23][CH:22]=1)=[S:19]>C(O)(C)C>[OH2:1].[C:11]([C:6]1[CH:7]=[CH:8][CH:9]=[CH:10][C:5]=1[O:4][CH2:3][CH:2]([OH:1])[CH2:13][NH:14][CH2:15][CH2:16][NH:17][C:18]([NH:20][C:21]1[CH:26]=[CH:25][CH:24]=[CH:23][CH:22]=1)=[S:19])#[N:12] |f:3.4|. Procedure details: A solution was prepared of 1.75 g (0.01 mole) of 2,3-epoxy-1-(2-cyanophenoxy)propane, 7, in 50 ml of isopropyl alcohol, assisted by gentle warming and sonication. To this was next added 2.95 g (0.01 mole) of 12 all at once. The solution was refluxed for one hour then stirred overnight at room temperature. The solution was concentrated in vacuo to 5.6 of gum, which was chromatographed over 150 g of silica gel using 10% CH3OH/CHCl3 (saturated with NH3) and taking 10 ml fractions. Fractions 12-41 g... Procedure: 2-(6-Methanesulfonyl-benzothiazol-2-ylamino)-1-methyl-1H-benzimidazole-5-carboxylic acid (1.75 g) was prepared by following General Procedure E starting from 2-(6-methanesulfonyl-benzothiazol-2-ylamino)-1-methyl-1H-benzimidazole-5-carboxylic acid methyl ester (2.08 g), and LiOH (10.0 ml, 2.0 N solution in water). LC/MS: m/z 404. Yields the product CS(=O)(=O)C1=CC2=C(N=C(S2)NC2=NC3=C(N2C)C=CC(=C3)C(=O)O)C=C1 (2-(6-Methanesulfonyl-benzothiazol-2-ylamino)-1-methyl-1H-benzimidazole-5-carboxylic acid). Reactants: COC(=O)C1=CC2=C(N(C(=N2)NC=2SC3=C(N2)C=CC(=C3)S(=O)(=O)C)C)C=C1 (2-(6-methanesulfonyl-benzothiazol-2-ylamino)-1-methyl-1H-benzimidazole-5-carboxylic acid methyl ester), [Li+].[OH-] (LiOH). As a reaction SMILES: C[O:2][C:3]([C:5]1[CH:28]=[CH:27][C:8]2[N:9]([CH3:26])[C:10]([NH:12][C:13]3[S:14][C:15]4[CH:21]=[C:20]([S:22]([CH3:25])(=[O:24])=[O:23])[CH:19]=[CH:18][C:16]=4[N:17]=3)=[N:11][C:7]=2[CH:6]=1)=[O:4].[Li+].[OH-]>>[CH3:25][S:22]([C:20]1[CH:19]=[CH:18][C:16]2[N:17]=[C:13]([NH:12][C:10]3[N:9]([CH3:26])[C:8]4[CH:27]=[CH:28][C:5]([C:3]([OH:4])=[O:2])=[CH:6][C:7]=4[N:11]=3)[S:14][C:15]=2[CH:21]=1)(=[O:23])=[O:24] |f:1.2|. The yield is 87.1%. Procedure: A solution of 6-allyloxyquinoline (intermediate 4) (1.14 g, 6.2 mmol) in p-xylene (30 ml) was allowed to reflux for 3 days. The organic solvent was removed under vacuum. Chromatography (30% hexanes-ethyl acetate) afforded 0.82 g (72%) of 5-allyl-quinolin-6-ol as a white solid: mp 162–164° C. Elemental Analysis for C12H11NO: Calculated: C, 77.81; H, 5.99; N, 7.56. Found: C, 77.82; H, 5.99; N, 7.45. The reactants are C(C=C)OC=1C=C2C=CC=NC2=CC1 (6-allyloxyquinoline), C(C=C)OC=1C=C2C=CC=NC2=CC1 (6-allyloxyquinoline), CC=1C=CC(=CC1)C (p-xylene). The product is C(C=C)C1=C2C=CC=NC2=CC=C1O (5-allyl-quinolin-6-ol). Yield: 72.0%. Reaction SMILES: C([O:4][C:5]1[CH:6]=[C:7]2[C:12](=[CH:13][CH:14]=1)[N:11]=[CH:10][CH:9]=[CH:8]2)C=C.[CH3:15][C:16]1C=CC(C)=C[CH:21]=1>>[CH2:21]([C:6]1[C:5]([OH:4])=[CH:14][CH:13]=[C:12]2[C:7]=1[CH:8]=[CH:9][CH:10]=[N:11]2)[CH:16]=[CH2:15].